Dataset: the Open Reaction Database (ORD), a public repository of structured organic reaction records. Task: describe an organic reaction: reactants, conditions, products, and yield Reactants: C(#N)CC(=O)N[C@@H]1CC[C@H](CC1)O[N+](=O)[O-] (2-cyano-N-(trans-4-nitroxycyclohexyl)-acetic acid amide), C(#N)CC(=O)N[C@@H]1CC[C@H](CC1)O (2-cyano-N-(trans-4-hydroxycyclohexyl)-acetic acid amide). Yields the product C(C)(=O)N[C@@H]1CC[C@H](CC1)O[N+](=O)[O-] (trans-N-acetyl-4-nitroxycyclohexylamine). Yield: 53.0%. RXN SMILES: C([CH2:3][C:4]([NH:6][C@H:7]1[CH2:12][CH2:11][C@H:10]([O:13][N+:14]([O-:16])=[O:15])[CH2:9][CH2:8]1)=[O:5])#N.C(CC(N[C@H]1CC[C@H](O)CC1)=O)#N>>[C:4]([NH:6][C@H:7]1[CH2:8][CH2:9][C@H:10]([O:13][N+:14]([O-:16])=[O:15])[CH2:11][CH2:12]1)(=[O:5])[CH3:3]. Reported procedure: 2-cyano-N-(trans-4-nitroxycyclohexyl)-acetic acid amide from 2-cyano-N-(trans-4-hydroxycyclohexyl)-acetic acid amide melting point: 149°-150° C. (ether), yield: 53% of theory. Starting materials: O=C([O-])[O-], CC#N, ClCc1ccc(Cl)nc1, [K+], [K+], OC1CCNC1. Product: OC1CCN(Cc2ccc(Cl)nc2)C1. As a reaction SMILES: [C:16](=[O:17])([O-:18])[O-:19].[CH3:22][C:23]#[N:24].[Cl:1][c:2]1[n:3][cH:4][c:5]([CH2:8][Cl:9])[cH:6][cH:7]1.[K+:20].[K+:21].[OH:10][CH:11]1[CH2:12][NH:13][CH2:14][CH2:15]1>>[Cl:1][c:2]1[n:3][cH:4][c:5]([CH2:8][N:13]2[CH2:12][CH:11]([OH:10])[CH2:15][CH2:14]2)[cH:6][cH:7]1. Reactants: Nc1cnc(Br)cn1, C1COCCO1, CO, OB(O)Oc1ccc(Cl)cc1, [Na+], [Na+], O=C([O-])[O-], c1ccc(P(c2ccccc2)(c2ccccc2)[Pd](P(c2ccccc2)(c2ccccc2)c2ccccc2)(P(c2ccccc2)(c2ccccc2)c2ccccc2)P(c2ccccc2)(c2ccccc2)c2ccccc2)cc1. The product is Nc1cnc(-c2ccc(Cl)cc2)cn1. As a reaction SMILES: [Br:7][c:8]1[n:9][cH:10][c:11]([NH2:14])[n:12][cH:13]1.[CH2:26]1[O:27][CH2:28][CH2:29][O:30][CH2:31]1.[CH3:32][OH:33].[Cl:15][c:16]1[cH:17][cH:18][c:19]([O:22][B:23]([OH:24])[OH:25])[cH:20][cH:21]1.[Na+:1].[Na+:2].[O-:3][C:4](=[O:5])[O-:6].[cH:34]1[cH:35][cH:36][c:37]([P:38]([Pd:39]([P:40]([c:41]2[cH:42][cH:43][cH:44][cH:45][cH:46]2)([c:47]2[cH:48][cH:49][cH:50][cH:51][cH:52]2)[c:53]2[cH:54][cH:55][cH:56][cH:57][cH:58]2)([P:59]([c:60]2[cH:61][cH:62][cH:63][cH:64][cH:65]2)([c:66]2[cH:67][cH:68][cH:69][cH:70][cH:71]2)[c:72]2[cH:73][cH:74][cH:75][cH:76][cH:77]2)[P:78]([c:79]2[cH:80][cH:81][cH:82][cH:83][cH:84]2)([c:85]2[cH:86][cH:87][cH:88][cH:89][cH:90]2)[c:91]2[cH:92][cH:93][cH:94][cH:95][cH:96]2)([c:97]2[cH:98][cH:99][cH:100][cH:101][cH:102]2)[c:103]2[cH:104][cH:105][cH:106][cH:107][cH:108]2)[cH:109][cH:110]1>>[c:8]1(-[c:19]2[cH:18][cH:17][c:16]([Cl:15])[cH:21][cH:20]2)[n:9][cH:10][c:11]([NH2:14])[n:12][cH:13]1. The reactants are C(C1=CC=CC=C1)OC1=CC=C(C=C1)NN (4-benzyloxyphenylhydrazine), C(C1=CC=CC=C1)(=O)CC(=O)OCC (ethyl benzoylacetate), C(CC(=O)C)(=O)OCC (ethyl acetoacetate). Yields the product CC=1C=C(C=CC1C)N1NC(=CC1=O)C1=CC=CC=C1 (1-(3,4-Dimethylphenyl)-3-phenyl-3-pyrazolin-5-one). Reaction SMILES: C(O[C:9]1C=C[C:12]([NH:15][NH2:16])=[CH:11][CH:10]=1)C1C=CC=CC=1.[C:17]([CH2:25][C:26]([O:28]CC)=O)(=O)[C:18]1[CH:23]=[CH:22][CH:21]=[CH:20][CH:19]=1.[C:31](OCC)(=O)[CH2:32][C:33]([CH3:35])=O>>[CH3:9][C:10]1[CH:11]=[C:12]([N:15]2[C:26](=[O:28])[CH:25]=[C:17]([C:18]3[CH:19]=[CH:20][CH:21]=[CH:22][CH:23]=3)[NH:16]2)[CH:31]=[CH:32][C:33]=1[CH3:35]. Reported procedure: Following the procedure of Example 3b), except substituting 3,4-dimethylphenylhydrazine for 4-benzyloxyphenylhydrazine and ethyl benzoylacetate for ethyl acetoacetate, the title compound was prepared (16.0 g; 61%). MS(ES) m/z 265 [M+H]. Starting materials: COc1cc(Cl)nc2ccccc12, ClCCl, NCCCCN. Product: COc1cc(NCCCCN)nc2ccccc12. As a reaction SMILES: [Cl:1][c:2]1[n:3][c:4]2[cH:5][cH:6][cH:7][cH:8][c:9]2[c:10]([O:12][CH3:13])[cH:11]1.[Cl:20][CH2:21][Cl:22].[NH2:14][CH2:15][CH2:16][CH2:17][CH2:18][NH2:19]>>[c:2]1([NH:19][CH2:18][CH2:17][CH2:16][CH2:15][NH2:14])[n:3][c:4]2[cH:5][cH:6][cH:7][cH:8][c:9]2[c:10]([O:12][CH3:13])[cH:11]1. The reactants are CCOC(=O)CCc1c(C)nc(C)[nH]c1=O, CN(C)c1ccccc1, O=P(Cl)(Cl)Cl. Yields the product CCOC(=O)CCc1c(C)nc(C)nc1Cl. RXN SMILES: [CH3:1][c:2]1[n:3][c:4]([CH3:16])[c:5]([CH2:9][CH2:10][C:11](=[O:12])[O:13][CH2:14][CH3:15])[c:6](=[O:8])[nH:7]1.[CH3:22][N:23]([c:24]1[cH:25][cH:26][cH:27][cH:28][cH:29]1)[CH3:30].[P:17]([Cl:18])([Cl:19])([Cl:20])=[O:21]>>[CH3:1][c:2]1[n:3][c:4]([CH3:16])[c:5]([CH2:9][CH2:10][C:11](=[O:12])[O:13][CH2:14][CH3:15])[c:6]([Cl:19])[n:7]1. Starting materials: C1(C=2C(C(N1)=O)=CC=CC2)=O (phthalimide), C=1N=C(C2=C(N1)N(C=N2)[C@H]3[C@@H]([C@@H]([C@H](O3)COP(=O)(O)OP(=O)(O)OC[C@@H]4[C@H]([C@H]([C@@H](O4)N5C=CCC(=C5)C(=O)N)O)O)O)O)N (NAD), Cl (hydrochloric acid), alcohol. Conditions: temperature 4 celsius. Yields the product Cl.Cl.NCCCC=1C=NNC1 (4-(3-aminopropyl)-pyrazole dihydrochloride). RXN SMILES: C1(=O)[NH:5]C(=O)C2=CC=CC=C12.[ClH:12].C1N=C(N)C2N=CN([C@@H]3O[C@H](COP(OP(OC[C@H]4O[C@@H]([N:43]5[CH:48]=[C:47]([C:49]([NH2:51])=O)[CH2:46][CH:45]=[CH:44]5)[C@H](O)[C@@H]4O)(O)=O)(O)=O)[C@@H](O)[C@H]3O)C=2N=1>>[ClH:12].[ClH:12].[NH2:5][CH2:44][CH2:45][CH2:46][C:47]1[CH:48]=[N:43][NH:51][CH:49]=1 |f:3.4.5|. Procedure: This phthalimide intermediate (8.0 gram, 0.03 mole) was refluxed in 100 ml. of 6 normal hydrochloric acid overnight. The clear solution was cooled to 4° C., phthalic acid removed by filtration, and the filtrate evaporated to dryness to give a product which, after recrystallization from a mixture of ethanol and ethyl ether, amounted to 4.4 grams of a white solid identified as 4-(3-aminopropyl)-pyrazole dihydrochloride, melting point 189°-190° C. This pyrazole compound could be coupled to the acti...